Dataset: the Open Reaction Database (ORD), a public repository of structured organic reaction records. Task: describe an organic reaction: reactants, conditions, products, and yield Starting materials: Cc1ccccc1, CCOC(C)=O, CCCCC, CCCCCCC, COc1cccc(C(O)c2ccc(F)cc2F)c1. Yields the product COc1cccc(C(=O)c2ccc(F)cc2F)c1. RXN SMILES: [CH3:19][c:20]1[cH:21][cH:22][cH:23][cH:24][cH:25]1.[CH3:26][CH2:27][O:28][C:29](=[O:30])[CH3:31].[CH3:32][CH2:33][CH2:34][CH2:35][CH3:36].[CH3:37][CH2:38][CH2:39][CH2:40][CH2:41][CH2:42][CH3:43].[F:1][c:2]1[c:3]([CH:9]([OH:10])[c:11]2[cH:12][c:13]([O:17][CH3:18])[cH:14][cH:15][cH:16]2)[cH:4][cH:5][c:6]([F:8])[cH:7]1>>[F:1][c:2]1[c:3]([C:9](=[O:10])[c:11]2[cH:12][c:13]([O:17][CH3:18])[cH:14][cH:15][cH:16]2)[cH:4][cH:5][c:6]([F:8])[cH:7]1. The reactants are [N+](=O)([O-])C=CC=1OC=CC1 (2-(2-nitrovinyl)furan), CN(C([S-])=S)C.C[NH2+]C (dimethylammonium dimethyldithiocarbamate). The product is CN(C(SC(C1=CC=CO1)C[N+](=O)[O-])=S)C (α-(nitromethyl)furfuryl dimethyldithiocarbamate). Procedure details: As in Example 17, reaction of 2-(2-nitrovinyl)furan with dimethylammonium dimethyldithiocarbamate in the presence of carbon disulfide gave α-(nitromethyl)furfuryl dimethyldithiocarbamate melting at 67° C.-68° C. after recrystallization from methanol. Solvent: C(=S)=S (carbon disulfide). As a reaction SMILES: [N+:1]([CH:4]=[CH:5][C:6]1[O:7][CH:8]=[CH:9][CH:10]=1)([O-:3])=[O:2].[CH3:11][N:12]([CH3:16])[C:13](=[S:15])[S-:14].C[NH2+]C>C(=S)=S>[CH3:11][N:12]([CH3:16])[C:13](=[S:14])[S:15][CH:5]([CH2:4][N+:1]([O-:3])=[O:2])[C:6]1[O:7][CH:8]=[CH:9][CH:10]=1 |f:1.2|. Reactants: ClCCSCC=1N=CNC1C (1-Chloro-2-(5-methyl-4-imidazolylmethylthio)ethane), CC1=C(N=CN1)CSCCNC(=S)N (N-[2-(5-methyl-4-imidazolylmethylthio)ethyl]thiourea). The solvent is C(C)O (ethanol). The product is CC1=C(N=CN1)CSCCNC(SCCSCC=1N=CNC1C)=N (N,S-bis[2-(5-Methyl-4-imidazolylmethylthio)ethyl]isothiourea). Reaction SMILES: Cl[CH2:2][CH2:3][S:4][CH2:5][C:6]1[N:7]=[CH:8][NH:9][C:10]=1[CH3:11].[CH3:12][C:13]1[NH:17][CH:16]=[N:15][C:14]=1[CH2:18][S:19][CH2:20][CH2:21][NH:22][C:23]([NH2:25])=[S:24]>C(O)C>[CH3:12][C:13]1[NH:17][CH:16]=[N:15][C:14]=1[CH2:18][S:19][CH2:20][CH2:21][NH:22][C:23](=[NH:25])[S:24][CH2:2][CH2:3][S:4][CH2:5][C:6]1[N:7]=[CH:8][NH:9][C:10]=1[CH3:11]. Procedure details: 1-Chloro-2-(5-methyl-4-imidazolylmethylthio)ethane and N-[2-(5-methyl-4-imidazolylmethylthio)ethyl]thiourea are heated together at reflux temperature in ethanol, and the mixture is evaporated and the residue purified to give the title compound, which may be converted into a suitable salt by ion-exchange chromatography. Starting materials: CCOC(C)=O, CCO, CC(C)(C)C#Cc1cccc(N)c1C#N. The product is CC(C)(C)CCc1cccc(N)c1C#N. As a reaction SMILES: [CH3:16][CH2:17][O:18][C:19]([CH3:20])=[O:21].[CH3:22][CH2:23][OH:24].[NH2:1][c:2]1[c:3]([C:4]#[N:5])[c:6]([C:10]#[C:11][C:12]([CH3:13])([CH3:14])[CH3:15])[cH:7][cH:8][cH:9]1>>[NH2:1][c:2]1[c:3]([C:4]#[N:5])[c:6]([CH2:10][CH2:11][C:12]([CH3:13])([CH3:14])[CH3:15])[cH:7][cH:8][cH:9]1. Starting materials: COCCOC.O (DME H2O), C(C1=CC=CC=C1)OC(=O)N[C@@H](CCCCCC(=O)OC(C)(C)C)C=1NC(=C(N1)I)I ((S)-tert-butyl 7-(((benzyloxy)carbonyl)amino)-7-(4,5-diiodo-1H-imidazol-2-yl)heptanoate), COC=1C=C2C=CC(=CC2=CC1)B(O)O ((6-methoxy-2-naphthyl)boronic acid), C(=O)([O-])[O-].[K+].[K+] (K2CO3). Reagents/catalysts: C1=CC=C(C=C1)P([C-]2C=CC=C2)C3=CC=CC=C3.C1=CC=C(C=C1)P([C-]2C=CC=C2)C3=CC=CC=C3.Cl[Pd]Cl.[Fe+2] (PdCl2(dppf)2). The solvent is CCOC(=O)C (EtOAc). Reaction conditions: temperature 110 celsius. Yields the product C(C1=CC=CC=C1)OC(=O)N[C@@H](CCCCCC(=O)OC(C)(C)C)C=1NC(=CN1)C1=CC2=CC=C(C=C2C=C1)OC ((S)-tert-butyl 7-(((benzyloxy)carbonyl)amino)-7-(5-(6-methoxynaphthalen-2-yl)-1H-imidazol-2-yl)heptanoate). As a reaction SMILES: [CH2:1]([O:8][C:9]([NH:11][C@H:12]([C:25]1[NH:26][C:27](I)=[C:28](I)[N:29]=1)[CH2:13][CH2:14][CH2:15][CH2:16][CH2:17][C:18]([O:20][C:21]([CH3:24])([CH3:23])[CH3:22])=[O:19])=[O:10])[C:2]1[CH:7]=[CH:6][CH:5]=[CH:4][CH:3]=1.[CH3:32][O:33][C:34]1[CH:35]=[C:36]2[C:41](=[CH:42][CH:43]=1)[CH:40]=[C:39](B(O)O)[CH:38]=[CH:37]2.C([O-])([O-])=O.[K+].[K+].COCCOC.O>CCOC(C)=O.C1C=CC(P(C2C=CC=CC=2)[C-]2C=CC=C2)=CC=1.C1C=CC(P(C2C=CC=CC=2)[C-]2C=CC=C2)=CC=1.Cl[Pd]Cl.[Fe+2]>[CH2:1]([O:8][C:9]([NH:11][C@H:12]([C:25]1[NH:26][C:27]([C:39]2[CH:38]=[CH:37][C:36]3[C:41](=[CH:42][CH:43]=[C:34]([O:33][CH3:32])[CH:35]=3)[CH:40]=2)=[CH:28][N:29]=1)[CH2:13][CH2:14][CH2:15][CH2:16][CH2:17][C:18]([O:20][C:21]([CH3:24])([CH3:23])[CH3:22])=[O:19])=[O:10])[C:2]1[CH:7]=[CH:6][CH:5]=[CH:4][CH:3]=1 |f:2.3.4,5.6,8.9.10.11|. Reported procedure: A degassed microwave vial was charged with D4, (6-methoxy-2-naphthyl)boronic acid (2 eq.), PdCl2(dppf)2 (0.2 eq.) and K2CO3 (3 eq.). A degassed solution of DME/H2O (1:1, 0.05 M) was added and the suspension was degassed for further 10 minutes and then heated at 110° C. for 30 min. After cooling, reaction mixture was diluted with EtOAc and filtered through a pad of Solka-Floc®. The filtrate was washed with sat. aq. NaHCO3 sol., brine, dried over Na2SO4, filtered and concentrated to give a dark re... Starting materials: CC1=CC=C(C=C1)C1=NC=C(C=N1)C (2-(4-methylphenyl)-5-methylpyrimidine), BrN1C(CCC1=O)=O (N-bromosuccinimide). Yields the product BrCC1=CC=C(C=C1)C1=NC=C(C=N1)C (2-(4-bromomethylphenyl)-5-methylpyrimidine). Reaction SMILES: [CH3:1][C:2]1[CH:7]=[CH:6][C:5]([C:8]2[N:13]=[CH:12][C:11]([CH3:14])=[CH:10][N:9]=2)=[CH:4][CH:3]=1.[Br:15]N1C(=O)CCC1=O>>[Br:15][CH2:1][C:2]1[CH:7]=[CH:6][C:5]([C:8]2[N:9]=[CH:10][C:11]([CH3:14])=[CH:12][N:13]=2)=[CH:4][CH:3]=1. Procedure details: Reaction of the above 2-(4-methylphenyl)-5-methylpyrimidine with N-bromosuccinimide, as described in Example 15, affords 2-(4-bromomethylphenyl)-5-methylpyrimidine with a melting point of 129°-131° C. (recrystallisation from ligroin). With stirring, a mixture of 184 g of 2-(4-bromomethylphenyl)-5-methylpyrimidine and 465 g of triethylphosphite is slowly heated to 150° C., while simultaneously distilling off ethyl bromide, and then stirred for 5 hours at this temperature. Excess triethylphosphite... The reactants are C(C)N1C2=CC=CC=C2C=2C=CC=CC12 (N-ethyl carbazole), C(#N)C(=C(C#N)C#N)C#N (tetracyanoethylene), CN(C=O)C (dimethylformamide), one. The solvent is O (water). Run at temperature 100 celsius. Yields the product C(C)N1C2=CC=CC=C2C=2C=C(C=CC12)C(=C(C#N)C#N)C#N (N-ethyl-3-tricyanovinylcarbazole). As a reaction SMILES: [CH2:1]([N:3]1[C:15]2[CH:14]=[CH:13][CH:12]=[CH:11][C:10]=2[C:9]2[C:4]1=[CH:5][CH:6]=[CH:7][CH:8]=2)[CH3:2].CN(C)C=O.[C:21]([C:23]([C:29]#[N:30])=[C:24](C#N)[C:25]#[N:26])#[N:22]>O>[CH2:1]([N:3]1[C:15]2[CH:14]=[CH:13][C:12]([C:24]([C:25]#[N:26])=[C:23]([C:29]#[N:30])[C:21]#[N:22])=[CH:11][C:10]=2[C:9]2[C:4]1=[CH:5][CH:6]=[CH:7][CH:8]=2)[CH3:2]. Procedure details: About 1 gram (5.24 × 10-3 3 moles) N-ethyl carbazole and 20 milliliters of dimethylformamide are placed in a 50 milliliter one neck flask equipped with a magnetic stirring bar and a nitrogen inlet tube. The flask is purged of air with nitrogen, the contents of the flask agitated and about 0.67 grams (5.24 × 10-3 moles) of tetracyanoethylene introduced into the flask. Upon the admixture of these materials the contents of the flask turns deep blue. This mixture is heated to 100° C for 20 hours, th...